Dataset: the Open Reaction Database (ORD), a public repository of structured organic reaction records. Task: describe an organic reaction: reactants, conditions, products, and yield The reactants are ClC1=C(C(=CC=C1)Cl)NS(=O)(=O)C1=NN2C(=NC(=CC2=N1)OC)Cl (N-(2,6-Dichlorophenyl)-5-chloro-7-methoxy-1,2,4-triazolo[1,5-c]pyrimidine-2-sulfonamide), CO (methanol), C[O-].[Na+] (sodium methoxide), CO (methanol). Run in C(C)(=O)O (acetic acid). Yields the product ClC1=C(C(=CC=C1)Cl)NS(=O)(=O)C1=NN2C(=NC(=CC2=N1)OC)OC (N-(2,6-Dichlorophenyl)-5,7-dimethoxy-1,2,4-triazolo[1,5-c]pyrimidine-2-sulfonamide). RXN SMILES: [Cl:1][C:2]1[CH:7]=[CH:6][CH:5]=[C:4]([Cl:8])[C:3]=1[NH:9][S:10]([C:13]1[N:21]=[C:20]2[N:15]([C:16](Cl)=[N:17][C:18]([O:22][CH3:23])=[CH:19]2)[N:14]=1)(=[O:12])=[O:11].[CH3:25][OH:26].C[O-].[Na+]>C(O)(=O)C>[Cl:1][C:2]1[CH:7]=[CH:6][CH:5]=[C:4]([Cl:8])[C:3]=1[NH:9][S:10]([C:13]1[N:21]=[C:20]2[N:15]([C:16]([O:26][CH3:25])=[N:17][C:18]([O:22][CH3:23])=[CH:19]2)[N:14]=1)(=[O:12])=[O:11] |f:2.3|. Reported procedure: N-(2,6-Dichlorophenyl)-5-chloro-7-methoxy-1,2,4-triazolo[1,5-c]pyrimidine-2-sulfonamide (0.8 g, 0.002 mol) was mixed with 25 ml of methanol and 1.34 ml of 25 percent sodium methoxide in methanol (0.006 mol) added with stirring. After 10 min 2 ml of acetic acid was added and the mixture was concentrated under reduced pressure. The residue was dissolved in methylene chloride and the solution extracted with water, dried over sodium sulfate, and concentrated under reduced pressure. The residue was m... The reactants are CCOC(=O)C1CCN(c2cnc(NC3CC(CC)N(C(=O)OCC)c4ccc(OC)nc43)nc2Cc2cc(C(F)(F)F)cc(C(F)(F)F)c2)CC1, CC(C)C[Al+]CC(C)C, [Cl-], [H-], [NH4+], C1CCOC1. Yields the product CCOC(=O)N1c2ccc(OC)nc2C(Nc2ncc(N3CCC(CO)CC3)c(Cc3cc(C(F)(F)F)cc(C(F)(F)F)c3)n2)CC1CC. Reaction SMILES: [CH2:1]([CH3:2])[O:3][C:4](=[O:5])[N:6]1[CH:7]([CH2:51][CH3:52])[CH2:8][CH:9]([NH:18][c:19]2[n:20][cH:21][c:22]([N:40]3[CH2:41][CH2:42][CH:43]([C:46](=[O:47])[O:48][CH2:49][CH3:50])[CH2:44][CH2:45]3)[c:23]([CH2:25][c:26]3[cH:27][c:28]([C:36]([F:37])([F:38])[F:39])[cH:29][c:30]([C:32]([F:33])([F:34])[F:35])[cH:31]3)[n:24]2)[c:10]2[n:11][c:12]([O:16][CH3:17])[cH:13][cH:14][c:15]21.[CH2:54]([Al+:55][CH2:56][CH:57]([CH3:58])[CH3:59])[CH:60]([CH3:61])[CH3:62].[Cl-:63].[H-:53].[NH4+:64].[O:65]1[CH2:66][CH2:67][CH2:68][CH2:69]1>>[CH2:1]([CH3:2])[O:3][C:4](=[O:5])[N:6]1[CH:7]([CH2:51][CH3:52])[CH2:8][CH:9]([NH:18][c:19]2[n:20][cH:21][c:22]([N:40]3[CH2:41][CH2:42][CH:43]([CH2:46][OH:47])[CH2:44][CH2:45]3)[c:23]([CH2:25][c:26]3[cH:27][c:28]([C:36]([F:37])([F:38])[F:39])[cH:29][c:30]([C:32]([F:33])([F:34])[F:35])[cH:31]3)[n:24]2)[c:10]2[n:11][c:12]([O:16][CH3:17])[cH:13][cH:14][c:15]21. Starting materials: C=1C(=CC(=C(C1Br)O)Br)C#N (Bromoxynil), C=1C(=CC(=C(C1I)O)I)C#N (ioxynil). The product is OC1=C(C#N)C=CC=C1 (Hydroxybenzonitrile). As a reaction SMILES: [CH:1]1[C:2]([C:10]#[N:11])=[CH:3][C:4](Br)=[C:5](O)[C:6]=1Br.C1C(C#N)=CC(I)=C([OH:19])C=1I>>[OH:19][C:3]1[CH:4]=[CH:5][CH:6]=[CH:1][C:2]=1[C:10]#[N:11]. Reported procedure: Bromoxynil and ioxynil. Reaction conditions: time 3 hour. Starting materials: C(C=1C(O)=CC=CC1)(=O)O (salicylic acid), CN1CCOCC1 (N-methylmorpholine), Cl.COC([C@@H](N)CS)=O (L-cysteine methyl ester hydrochloride), CCN=C=NCCCN(C)C (EDCI). Reaction SMILES: [C:1]([OH:10])(=O)[C:2]1[C:3](=[CH:5][CH:6]=[CH:7][CH:8]=1)[OH:4].Cl.[CH3:12][O:13][C:14](=[O:19])[C@H:15]([CH2:17][SH:18])[NH2:16].CCN=C=NCCCN(C)C.CN1CCOCC1>CC#N.CCOC(C)=O>[OH:4][C:3]1[CH:5]=[CH:6][CH:7]=[CH:8][C:2]=1[C:1]([NH:16][C@@H:15]([CH2:17][SH:18])[C:14]([O:13][CH3:12])=[O:19])=[O:10] |f:1.2|. Product: OC1=C(C(=O)N[C@H](C(=O)OC)CS)C=CC=C1 ((R)-methyl 2-(2-hydroxybenzamido)-3-mercaptopropanoate). Reported procedure: Separately, salicylic acid (152 mg, 1.10 mmol) was taken up in CH3CN (10 mL) along with L-cysteine methyl ester hydrochloride (189 mg, 1.10 mmol), EDCI (350 mg) and N-methylmorpholine (120 μL). The reaction mixture was stirred at room temperature for 3 h. It was then diluted with EtOAc. The organic layer was washed with saturated aqueous NaHCO3 and brine. The organic layer was dried over Na2SO4 and concentrated under reduced pressure to afford crude (R)-methyl 2-(2-hydroxybenzamido)-3-mercaptopr... Run in CC#N (CH3CN), CCOC(=O)C (EtOAc).